This data is from the Open Reaction Database (ORD), a public repository of structured organic reaction records. The task is: describe an organic reaction: reactants, conditions, products, and yield As a reaction SMILES: [Cl:1][c:2]1[cH:3][cH:4][c:5]([F:12])[c:6]([C:7](=[O:8])[O:9][CH3:10])[cH:11]1.[F:13][c:14]1[cH:15][c:16]([OH:20])[cH:17][cH:18][cH:19]1>>[Cl:1][c:2]1[cH:3][cH:4][c:5]([O:20][c:16]2[cH:15][c:14]([F:13])[cH:19][cH:18][cH:17]2)[c:6]([C:7](=[O:8])[O:9][CH3:10])[cH:11]1. The product is COC(=O)c1cc(Cl)ccc1Oc1cccc(F)c1. Starting materials: COC(=O)c1cc(Cl)ccc1F, Oc1cccc(F)c1.